Dataset: the Open Reaction Database (ORD), a public repository of structured organic reaction records. Task: describe an organic reaction: reactants, conditions, products, and yield Starting materials: C(#N)[BH3-].[Na+] (sodium cyanoborohydride), OC1=CC=C(C=C1)N(C(=O)C=1C=C(N2CCCCC12)C1=C(C=C(C=C1)OCC(N1CCCCC1)=O)C(=O)N1CC2=CC=CC=C2C[C@H]1CN1CCOCC1)C=1C=C2C(=NC1)N(C=C2)C (N-(4-Hydroxyphenyl)-N-(1-methylpyrrolo[2,3-b]pyridin-5-yl)-3-[2-[(3S)-3-(morpholinomethyl)-3,4-dihydro-1H-isoquinoline-2-carbonyl]-4-[2-oxo-2-(1-piperidyl)ethoxy]phenyl]-5,6,7,8-tetrahydroindolizine-1-carboxamide), C(#N)[BH3-].[Na+] (sodium cyanoborohydride), C(#N)[BH3-].[Na+] (sodium cyanoborohydride). Solvent: C(C)(=O)O (acetic acid). Run at time 14 hour. Yields the product OC1=CC=C(C=C1)N(C(=O)C=1C=C(N2CCCCC12)C1=C(C=C(C=C1)OCC(N1CCCCC1)=O)C(=O)N1CC2=CC=CC=C2C[C@H]1CN1CCOCC1)C=1C=C2C(=NC1)N(CC2)C (N-(4-Hydroxyphenyl)-N-(1-methyl-2,3-dihydropyrrolo[2,3-b]pyridin-5-yl)-3-[2-[(3S)-3-(morpholinomethyl)-3,4-dihydro-1H-isoquinoline-2-carbonyl]-4-[2-oxo-2-(1-piperidyl)ethoxy]phenyl]-5,6,7,8-tetrahydroindolizine-1-carboxamide). RXN SMILES: C([BH3-])#N.[Na+].[OH:5][C:6]1[CH:11]=[CH:10][C:9]([N:12]([C:59]2[CH:60]=[C:61]3[CH:67]=[CH:66][N:65]([CH3:68])[C:62]3=[N:63][CH:64]=2)[C:13]([C:15]2[CH:16]=[C:17]([C:24]3[CH:29]=[CH:28][C:27]([O:30][CH2:31][C:32](=[O:39])[N:33]4[CH2:38][CH2:37][CH2:36][CH2:35][CH2:34]4)=[CH:26][C:25]=3[C:40]([N:42]3[C@H:51]([CH2:52][N:53]4[CH2:58][CH2:57][O:56][CH2:55][CH2:54]4)[CH2:50][C:49]4[C:44](=[CH:45][CH:46]=[CH:47][CH:48]=4)[CH2:43]3)=[O:41])[N:18]3[C:23]=2[CH2:22][CH2:21][CH2:20][CH2:19]3)=[O:14])=[CH:8][CH:7]=1>C(O)(=O)C>[OH:5][C:6]1[CH:7]=[CH:8][C:9]([N:12]([C:59]2[CH:60]=[C:61]3[CH2:67][CH2:66][N:65]([CH3:68])[C:62]3=[N:63][CH:64]=2)[C:13]([C:15]2[CH:16]=[C:17]([C:24]3[CH:29]=[CH:28][C:27]([O:30][CH2:31][C:32](=[O:39])[N:33]4[CH2:38][CH2:37][CH2:36][CH2:35][CH2:34]4)=[CH:26][C:25]=3[C:40]([N:42]3[C@H:51]([CH2:52][N:53]4[CH2:58][CH2:57][O:56][CH2:55][CH2:54]4)[CH2:50][C:49]4[C:44](=[CH:45][CH:46]=[CH:47][CH:48]=4)[CH2:43]3)=[O:41])[N:18]3[C:23]=2[CH2:22][CH2:21][CH2:20][CH2:19]3)=[O:14])=[CH:10][CH:11]=1 |f:0.1|. Reported procedure: 0.71 g (11 mmol) of sodium cyanoborohydride is added to a solution, in 20 mL of acetic acid, of the compound obtained in Step F (2.0 g, 2.2 mmol). After stirring for 14 hours at ambient temperature, 0.36 g (5.5 mmol) of sodium cyanoborohydride is again added, and then the reaction mixture is heated at 50° C. for 3 hours before a second addition of 0.1 eq. of sodium cyanoborohydride to complete the reaction in 30 minutes at 50° C. The acetic acid is evaporated off under reduced pressure, and then... Starting materials: CNC(NN)=S (4-methylthiosemicarbazide), CC(=O)C (acetone), FC1=CC=C(C(=O)Cl)C=C1 (4-fluorobenzoyl chloride). Solvent: N1=CC=CC=C1 (pyridine). Yields the product FC1=CC=C(C(=O)N2N=C(SC2(C)C)NC)C=C1 (4-(4-Fluorobenzoyl)-5,5-dimethyl-2-methylamino-4,5-dihydro-1,3,4-thiadiazole). As a reaction SMILES: [CH3:1][NH:2][C:3](=[S:6])[NH:4][NH2:5].[CH3:7][C:8]([CH3:10])=O.[F:11][C:12]1[CH:20]=[CH:19][C:15]([C:16](Cl)=[O:17])=[CH:14][CH:13]=1>N1C=CC=CC=1>[F:11][C:12]1[CH:20]=[CH:19][C:15]([C:16]([N:5]2[C:8]([CH3:10])([CH3:7])[S:6][C:3]([NH:2][CH3:1])=[N:4]2)=[O:17])=[CH:14][CH:13]=1. Reported procedure: A 42 g. portion of 4-methylthiosemicarbazide was reacted with 400 ml. of acetone, and then with 32 ml. of pyridine and 63.6 g. of 4-fluorobenzoyl chloride, and the mixture was worked-up as described in Example 1. The product was recrystallized from 80 ml. of nitromethane to obtain 43 g. of the desired product, 138°-144°. Starting materials: O=C([O-])[O-], CC(C)=O, CCOC(C)=O, CCI, [K+], [K+], N#Cc1ccc(C23OCC(CO)(O2)C(O)C(O)C3O)cc1Cc1ccc(O)cc1. Product: CCOc1ccc(Cc2cc(C34OCC(CO)(O3)C(O)C(O)C4O)ccc2C#N)cc1. Reaction SMILES: [C:1](=[O:2])([O-:3])[O-:4].[CH3:39][C:40](=[O:41])[CH3:42].[CH3:43][CH2:44][O:45][C:46](=[O:47])[CH3:48].[I:36][CH2:37][CH3:38].[K+:5].[K+:6].[OH:7][c:8]1[cH:9][cH:10][c:11]([CH2:12][c:13]2[c:14]([C:15]#[N:16])[cH:17][cH:18][c:19]([C:21]34[CH:22]([OH:33])[CH:23]([OH:32])[CH:24]([OH:31])[C:25]([CH2:29][OH:30])([CH2:26][O:27]3)[O:28]4)[cH:20]2)[cH:34][cH:35]1>>[O:7]([c:8]1[cH:9][cH:10][c:11]([CH2:12][c:13]2[c:14]([C:15]#[N:16])[cH:17][cH:18][c:19]([C:21]34[CH:22]([OH:33])[CH:23]([OH:32])[CH:24]([OH:31])[C:25]([CH2:29][OH:30])([CH2:26][O:27]3)[O:28]4)[cH:20]2)[cH:34][cH:35]1)[CH2:37][CH3:38]. Starting materials: [H-].[Na+] (sodium hydride), C(CCC)C=1NC(=C(N1)Cl)C=O (2-butyl-5-formyl-4-chloroimidazole), BrCC1=CC=C(C=C1)C(C(=O)OC(C)(C)C)C1CCCC1 (tert-butyl 2-(4-bromomethylphenyl)-2-cyclopentyl-acetate). Run in CN(C)C=O (DMF), CN(C)C=O (DMF), CN(C)C=O (DMF). Run at temperature 0 celsius, time 15 minute. The product is C(CCC)C=1N(C(=C(N1)Cl)C=O)CC1=CC=C(C=C1)C(C(=O)OC(C)(C)C)C1CCCC1 (Tert-butyl 2-[4-(2-butyl-4-chloro-5-formyl-imidazol-1-yl-methyl)phenyl]-2-cyclopentyl-acetate). Reaction SMILES: [H-].[Na+].[CH2:3]([C:7]1[NH:8][C:9]([CH:13]=[O:14])=[C:10]([Cl:12])[N:11]=1)[CH2:4][CH2:5][CH3:6].Br[CH2:16][C:17]1[CH:22]=[CH:21][C:20]([CH:23]([CH:31]2[CH2:35][CH2:34][CH2:33][CH2:32]2)[C:24]([O:26][C:27]([CH3:30])([CH3:29])[CH3:28])=[O:25])=[CH:19][CH:18]=1>CN(C=O)C>[CH2:3]([C:7]1[N:8]([CH2:16][C:17]2[CH:18]=[CH:19][C:20]([CH:23]([CH:31]3[CH2:32][CH2:33][CH2:34][CH2:35]3)[C:24]([O:26][C:27]([CH3:30])([CH3:28])[CH3:29])=[O:25])=[CH:21][CH:22]=2)[C:9]([CH:13]=[O:14])=[C:10]([Cl:12])[N:11]=1)[CH2:4][CH2:5][CH3:6] |f:0.1|. Procedure details: 1.6 g (0.053 mol) of sodium hydride (80%) are suspended under protective gas in 50 ml of DMF, 10 g (0.053 mol) of 2-butyl-5-formyl-4-chloroimidazole (preparation as described in EP 324,377) in 100 ml of DMF are added dropwise at 0° C., the mixture is subsequently stirred for 15 minutes at 0° C., and 18.9 g (0.053 mol) of tert-butyl 2-(4-bromomethylphenyl)-2-cyclopentyl-acetate in 100 ml of DMF are added dropwise. Stirring is continued for 2 hours at 0° C., the solvent is evaporated, the residue ... Starting materials: CCOC(=O)CBr, CCCCCCn1c(=O)[nH]c2sc3c(c2c1=O)CCCC3, [H-], [Na+]. The product is CCCCCCn1c(=O)c2c3c(sc2n(CC(=O)OCC)c1=O)CCCC3. Reaction SMILES: [Br:24][CH2:25][C:26](=[O:27])[O:28][CH2:29][CH3:30].[CH2:1]([CH2:2][CH2:3][CH2:4][CH2:5][CH3:6])[n:7]1[c:8](=[O:21])[nH:9][c:10]2[c:11]([c:12]1=[O:13])[c:14]1[c:15]([s:16]2)[CH2:17][CH2:18][CH2:19][CH2:20]1.[H-:22].[Na+:23]>>[CH2:1]([CH2:2][CH2:3][CH2:4][CH2:5][CH3:6])[n:7]1[c:8](=[O:21])[n:9]([CH2:25][C:26](=[O:27])[O:28][CH2:29][CH3:30])[c:10]2[c:11]([c:12]1=[O:13])[c:14]1[c:15]([s:16]2)[CH2:17][CH2:18][CH2:19][CH2:20]1. Reactants: [Li+].[OH-] (LiOH), OC1=C(C=CC=C1)/C=C/C(=O)O ((E)-3-(2-hydroxy-phenyl)-acrylic acid), CC(C)(C)[Si](C)(C)Cl (TBDMS-Cl), N1C=NC=C1 (imidazole). The solvent is C1CCOC1.O (THF H2O), CN(C)C=O (DMF). Run at time 24 hour. Product: C(C)(C)(C)[Si](OC1=C(C=CC=C1)/C=C/C(=O)O)(C)C ((E)-3-[2(tert-Butyl-dimethyl-silanoxy)-phenyl]-acrylic acid). Isolated yield 53.9%. Reaction SMILES: [OH:1][C:2]1[CH:7]=[CH:6][CH:5]=[CH:4][C:3]=1/[CH:8]=[CH:9]/[C:10]([OH:12])=[O:11].[CH3:13][C:14]([Si:17](Cl)([CH3:19])[CH3:18])([CH3:16])[CH3:15].N1C=CN=C1.[Li+].[OH-]>CN(C=O)C.C1COCC1.O>[C:14]([Si:17]([CH3:19])([CH3:18])[O:1][C:2]1[CH:7]=[CH:6][CH:5]=[CH:4][C:3]=1/[CH:8]=[CH:9]/[C:10]([OH:12])=[O:11])([CH3:16])([CH3:15])[CH3:13] |f:3.4,6.7|. Procedure: To a solution of 8.2 g of (E)-3-(2-hydroxy-phenyl)-acrylic acid and 15.2 g of TBDMS-Cl in 10 ml of DMF was added 11.9 g of imidazole and the mixture was stirred at room temperature for 24 h. After aqueous work-up, the bis-silylated product was saponified with 2.1 g of LiOH in THF-H2O for 0.5 h at 0° C. The mixture was concentrated in vacuo and TBDMS-OH removed by extraction with hexane. The aqueous layer was acidified to pH 4 with KHSO4 and extracted with EtOAc. The organic phases were washed wi... The reactants are ClCCOc1ccc(-c2nc3cc(Br)cnc3[nH]2)cc1, C1COCCN1, CCN(C(C)C)C(C)C, ClCCl, CN1CCCC1=O, CO, N. Product: Brc1cnc2[nH]c(-c3ccc(OCCN4CCOCC4)cc3)nc2c1. RXN SMILES: [Br:1][c:2]1[cH:3][c:4]2[c:5]([n:6][cH:7]1)[nH:8][c:9](-[c:11]1[cH:12][cH:13][c:14]([O:17][CH2:18][CH2:19][Cl:20])[cH:15][cH:16]1)[n:10]2.[CH2:21]1[CH2:22][O:23][CH2:24][CH2:25][NH:26]1.[CH2:27]([N:28]([CH:29]([CH3:30])[CH3:31])[CH:32]([CH3:33])[CH3:34])[CH3:35].[CH2:46]([Cl:47])[Cl:48].[CH3:36][N:37]1[CH2:38][CH2:39][CH2:40][C:41]1=[O:42].[CH3:44][OH:45].[NH3:43]>>[Br:1][c:2]1[cH:3][c:4]2[c:5]([n:6][cH:7]1)[nH:8][c:9](-[c:11]1[cH:12][cH:13][c:14]([O:17][CH2:18][CH2:19][N:26]3[CH2:21][CH2:22][O:23][CH2:24][CH2:25]3)[cH:15][cH:16]1)[n:10]2. Reactants: N#Cc1cc(Cl)cc(Oc2c(Br)ccc(Cc3n[nH]c4nnccc34)c2F)c1, C=O, CO. Product: N#Cc1cc(Cl)cc(Oc2c(Br)ccc(Cc3nn(CO)c4nnccc34)c2F)c1. Reaction SMILES: [Br:1][c:2]1[cH:3][cH:4][c:5]([CH2:19][c:20]2[n:21][nH:22][c:23]3[n:24][n:25][cH:26][cH:27][c:28]23)[c:6]([F:18])[c:7]1[O:8][c:9]1[cH:10][c:11]([C:12]#[N:13])[cH:14][c:15]([Cl:17])[cH:16]1.[CH2:29]=[O:30].[CH3:31][OH:32]>>[Br:1][c:2]1[cH:3][cH:4][c:5]([CH2:19][c:20]2[n:21][n:22]([CH2:29][OH:30])[c:23]3[n:24][n:25][cH:26][cH:27][c:28]23)[c:6]([F:18])[c:7]1[O:8][c:9]1[cH:10][c:11]([C:12]#[N:13])[cH:14][c:15]([Cl:17])[cH:16]1.